From a dataset of the Open Reaction Database (ORD), a public repository of structured organic reaction records. describe an organic reaction: reactants, conditions, products, and yield Run in O1CCCC1 (tetrahydrofuran). Procedure details: Selective reduction of the amide group in 3-(4-benzyloxy-3-methoxycarbonyl-phenyl)-propionic acid N-benzylamide using diborane in tetrahydrofuran for a reaction time of 48 hours at a temperature of 20°-25° yields N-[3-(4-benzyloxy-3-methoxycarbonyl-phenyl)-propyl]benzylamine, which, in the form of the crude product, is converted by means of hydrogen in the presence of palladium-on-charcoal catalyst (50%), in methanol as the solvent, at a temperature of 15°-20° to N-[3-(4-hydroxy-3-methoxycarbony... The reactants are B#B (diborane), C(C1=CC=CC=C1)NC(CCC1=CC(=C(C=C1)OCC1=CC=CC=C1)C(=O)OC)=O (3-(4-benzyloxy-3-methoxycarbonyl-phenyl)-propionic acid N-benzylamide). Reaction SMILES: B#B.[CH2:3]([NH:10][C:11](=O)[CH2:12][CH2:13][C:14]1[CH:19]=[CH:18][C:17]([O:20][CH2:21][C:22]2[CH:27]=[CH:26][CH:25]=[CH:24][CH:23]=2)=[C:16]([C:28]([O:30][CH3:31])=[O:29])[CH:15]=1)[C:4]1[CH:9]=[CH:8][CH:7]=[CH:6][CH:5]=1>O1CCCC1>[CH2:21]([O:20][C:17]1[CH:18]=[CH:19][C:14]([CH2:13][CH2:12][CH2:11][NH:10][CH2:3][C:4]2[CH:9]=[CH:8][CH:7]=[CH:6][CH:5]=2)=[CH:15][C:16]=1[C:28]([O:30][CH3:31])=[O:29])[C:22]1[CH:23]=[CH:24][CH:25]=[CH:26][CH:27]=1. Yields the product C(C1=CC=CC=C1)OC1=C(C=C(C=C1)CCCNCC1=CC=CC=C1)C(=O)OC (N-[3-(4-benzyloxy-3-methoxycarbonyl-phenyl)-propyl]benzylamine). Starting materials: [OH-].[K+] (potassium hydroxide), O1CCCC1 (tetrahydrofuran), CC1=C(N=C(O1)C1=CC=CC=C1)COC=1C=C(CSC=2C=C(CC(C(=O)OCC)C(=O)OCC)C=CC2)C=CC1 (diethyl 2-[3-[3-[(5-methyl-2-phenyl-4-oxazolyl)methoxy]benzylthio]benzyl]malonate). Solvent: C(C)O (ethanol). The product is CC1=C(N=C(O1)C1=CC=CC=C1)COC=1C=C(CSC=2C=C(C=CC2)CCC(=O)O)C=CC1 (3-[3-[3-[(5-methyl-2-phenyl-4-oxazolyl)methoxy]benzylthio]phenyl]propionic acid). The yield is 76.6%. As a reaction SMILES: [CH3:1][C:2]1[O:6][C:5]([C:7]2[CH:12]=[CH:11][CH:10]=[CH:9][CH:8]=2)=[N:4][C:3]=1[CH2:13][O:14][C:15]1[CH:16]=[C:17]([CH:38]=[CH:39][CH:40]=1)[CH2:18][S:19][C:20]1[CH:21]=[C:22]([CH:35]=[CH:36][CH:37]=1)[CH2:23][CH:24](C(OCC)=O)[C:25]([O:27]CC)=[O:26].[OH-].[K+].O1CCCC1>C(O)C>[CH3:1][C:2]1[O:6][C:5]([C:7]2[CH:8]=[CH:9][CH:10]=[CH:11][CH:12]=2)=[N:4][C:3]=1[CH2:13][O:14][C:15]1[CH:16]=[C:17]([CH:38]=[CH:39][CH:40]=1)[CH2:18][S:19][C:20]1[CH:21]=[C:22]([CH2:23][CH2:24][C:25]([OH:27])=[O:26])[CH:35]=[CH:36][CH:37]=1 |f:1.2|. Procedure details: A mixture of diethyl 2-[3-[3-[(5-methyl-2-phenyl-4-oxazolyl)methoxy]benzylthio]benzyl]malonate (0.70 g), a 4N aqueous potassium hydroxide solution (10 mL), tetrahydrofuran (20 mL) and ethanol (20 mL) was stirred at 60° C. for 1 hr. The reaction mixture was concentrated and water was added to the residue. The mixture was neutralized with 2N hydrochloric acid, and the precipitated crystals were collected by filtration. The obtained crystals were dissolved in pyridine (40 mL) and this mixture was s...